From a dataset of the Open Reaction Database (ORD), a public repository of structured organic reaction records. describe an organic reaction: reactants, conditions, products, and yield Reactants: ClC1=NC2=CC=C(C=C2C=C1)O (2-Chloroquinolin-6-ol), [OH-].[Na+] (sodium hydroxide), O1CCCC=C1 (3,4-dihydro-2H-pyran), C1(=CC=C(C=C1)S(=O)(=O)O)C (p-toluenesulfonic acid). The solvent is ClCCl (dichloromethane), O1CCCC1 (tetrahydrofuran). Reaction conditions: time 8 hour. The product is ClC1=NC2=CC=C(C=C2C=C1)OC1OCCCC1 (2-chloro-6-(tetrahydropyran-2-yloxy)-quinoline), compound. Yield: 89.0%. Reaction SMILES: [Cl:1][C:2]1[CH:11]=[CH:10][C:9]2[C:4](=[CH:5][CH:6]=[C:7]([OH:12])[CH:8]=2)[N:3]=1.[O:13]1[CH:18]=[CH:17][CH2:16][CH2:15][CH2:14]1.C1(C)C=CC(S(O)(=O)=O)=CC=1.[OH-].[Na+]>ClCCl.O1CCCC1>[Cl:1][C:2]1[CH:11]=[CH:10][C:9]2[C:4](=[CH:5][CH:6]=[C:7]([O:12][CH:14]3[CH2:15][CH2:16][CH2:17][CH2:18][O:13]3)[CH:8]=2)[N:3]=1 |f:3.4|. Procedure details: 2-Chloroquinolin-6-ol (36 g, 0.20 mol) was dissolved in dichloromethane (500 ml) and tetrahydrofuran (500 ml). 3,4-dihydro-2H-pyran (74 ml, 0.81 mol) and p-toluenesulfonic acid (0.49 g, 0.005 mol) were added to the mixture in ice cooling water bath, followed by stirring at room temperature overnight. A 10% sodium hydroxide aqueous solution was added to the reaction mixture, followed by extraction with dichloromethane. The result was dried over potassium carbonate and subjected to filtration, and... Reactants: CN1C(=O)CCC2(C)c3ccc(-c4cccc(N)c4)cc3CCC12, CCN=C=NCCCN(C)C, ClCCl, O=C(O)c1ccccc1. Yields the product CN1C(=O)CCC2(C)c3ccc(-c4cccc(NC(=O)c5ccccc5)c4)cc3CCC12. Reaction SMILES: [CH3:1][N:2]1[C:3](=[O:24])[CH2:4][CH2:5][C:6]2([CH3:23])[c:7]3[c:8]([cH:12][c:13](-[c:16]4[cH:17][c:18]([NH2:22])[cH:19][cH:20][cH:21]4)[cH:14][cH:15]3)[CH2:9][CH2:10][CH:11]12.[CH3:34][N:35]([CH3:36])[CH2:37][CH2:38][CH2:39][N:40]=[C:41]=[N:42][CH2:43][CH3:44].[Cl:45][CH2:46][Cl:47].[OH:25][C:26](=[O:27])[c:28]1[cH:29][cH:30][cH:31][cH:32][cH:33]1>>[CH3:1][N:2]1[C:3](=[O:24])[CH2:4][CH2:5][C:6]2([CH3:23])[c:7]3[c:8]([cH:12][c:13](-[c:16]4[cH:17][c:18]([NH:22][C:26](=[O:25])[c:28]5[cH:29][cH:30][cH:31][cH:32][cH:33]5)[cH:19][cH:20][cH:21]4)[cH:14][cH:15]3)[CH2:9][CH2:10][CH:11]12. The reactants are O=C(Cl)c1cccnc1Cl, O=C(O)c1cccnc1Cl, Cc1ccnc(Cl)c1N, O=S(Cl)Cl. Yields the product Cc1ccnc(Cl)c1NC(=O)c1cccnc1Cl. RXN SMILES: [Cl:15][c:16]1[n:17][cH:18][cH:19][cH:20][c:21]1[C:22]([Cl:23])=[O:24].[Cl:1][c:2]1[c:3]([C:4](=[O:5])[OH:6])[cH:7][cH:8][cH:9][n:10]1.[Cl:25][c:26]1[n:27][cH:28][cH:29][c:30]([CH3:33])[c:31]1[NH2:32].[S:11]([Cl:12])([Cl:13])=[O:14]>>[Cl:1][c:2]1[c:3]([C:4](=[O:6])[NH:32][c:31]2[c:26]([Cl:25])[n:27][cH:28][cH:29][c:30]2[CH3:33])[cH:7][cH:8][cH:9][n:10]1. Reaction SMILES: [BH4-:1].[CH2:25]1[O:26][CH2:27][CH2:28][CH2:29]1.[H:3][H:4].[N+:5](=[O:6])([O-:7])[c:8]1[cH:9][c:10]([C:11](=[O:12])[N:13]2[CH2:14][CH2:15][O:16][CH2:17][CH2:18]2)[cH:19][cH:20][c:21]1[N+:22](=[O:23])[O-:24].[Na+:2]>>[N+:5](=[O:6])([O-:7])[c:8]1[cH:9][c:10]([CH2:11][N:13]2[CH2:14][CH2:15][O:16][CH2:17][CH2:18]2)[cH:19][cH:20][c:21]1[N+:22](=[O:23])[O-:24]. The reactants are [BH4-], C1CCOC1, [H][H], O=C(c1ccc([N+](=O)[O-])c([N+](=O)[O-])c1)N1CCOCC1, [Na+]. The product is O=[N+]([O-])c1ccc(CN2CCOCC2)cc1[N+](=O)[O-]. Reactants: CC1(OCCO1)C1=CC=C(O1)CN1N=CC(=N1)N (2-[5-(2-methyl-[1,3]dioxolan-2-yl)-furan-2-ylmethyl]-2H-[1,2,3]triazol-4-ylamine), CN(C=1C=C(C=CC1)C1=C(N=CO1)C(=O)O)C (5-(3-dimethylamino-phenyl)-oxazole-4-carboxylic acid). The product is C(C)(=O)C1=CC=C(O1)CN1N=CC(=N1)NC(=O)C=1N=COC1C1=CC(=CC=C1)N(C)C (5-(3-Dimethylamino-phenyl)-oxazole-4-carboxylic acid [2-(5-acetyl-furan-2-ylmethyl)-2H-[1,2,3]triazol-4-yl]-amide). RXN SMILES: [CH3:1][C:2]1([C:7]2[O:11][C:10]([CH2:12][N:13]3[N:17]=[C:16]([NH2:18])[CH:15]=[N:14]3)=[CH:9][CH:8]=2)[O:6]CCO1.[CH3:19][N:20]([CH3:35])[C:21]1[CH:22]=[C:23]([C:27]2[O:31][CH:30]=[N:29][C:28]=2[C:32](O)=[O:33])[CH:24]=[CH:25][CH:26]=1>>[C:2]([C:7]1[O:11][C:10]([CH2:12][N:13]2[N:17]=[C:16]([NH:18][C:32]([C:28]3[N:29]=[CH:30][O:31][C:27]=3[C:23]3[CH:24]=[CH:25][CH:26]=[C:21]([N:20]([CH3:35])[CH3:19])[CH:22]=3)=[O:33])[CH:15]=[N:14]2)=[CH:9][CH:8]=1)(=[O:6])[CH3:1]. Procedure details: Following general procedure A followed by B, starting from 2-[5-(2-methyl-[1,3]dioxolan-2-yl)-furan-2-ylmethyl]-2H-[1,2,3]triazol-4-ylamine and 5-(3-dimethylamino-phenyl)-oxazole-4-carboxylic acid. The solvent is O1CCCC1 (tetrahydrofuran), C(C)(=O)OCC (ethyl acetate), O1CCCC1 (tetrahydrofuran). Reaction SMILES: Br[C:2]1[CH:7]=[CH:6][CH:5]=[CH:4][C:3]=1[NH:8][CH:9]=[O:10].C([Li])CCC.[CH:16]1([CH:19]2[CH2:22][C:21](=[O:23])[CH2:20]2)[CH2:18][CH2:17]1.[Cl-].[NH4+]>O1CCCC1.C(OCC)(=O)C>[CH:16]1([CH:19]2[CH2:22][C:21]([C:2]3[CH:7]=[CH:6][CH:5]=[CH:4][C:3]=3[NH:8][CH:9]=[O:10])([OH:23])[CH2:20]2)[CH2:18][CH2:17]1 |f:3.4|. The product is C1(CC1)C1CC(C1)(O)C1=C(C=CC=C1)NC=O (N-[2-(3-cyclopropyl-1-hydroxycyclobutyl)-phenyl]Formamide). Reaction conditions: temperature -100 celsius, time 2.5 hour. Procedure: In a sulfonation flask, 7.8 g (0.039 mol) N-(2-bromophenyl)form amide was dissolved in a mixture of 100 ml dry tetrahydrofuran. The solution was cooled to −100° C. and 60 ml (0.096 mol) of n-butyllithium solution (1.6M in hexane) was added over a period of 1 hour in such at manner that the internal temperature remained constant at −100° C. (±2° C.). After stirring for 2.5 hours at −100° to −110° C., 5.3 g (0.048 mmol) of 3-cyclopropylcyclobutan-1-one (prepared as described in Example 7), dissolv... The reactants are C1(CC1)C1CC(C1)=O (3-cyclopropylcyclobutan-1-one), [Cl-].[NH4+] (ammonium chloride), BrC1=C(C=CC=C1)NC=O (N-(2-bromophenyl)form amide), C(CCC)[Li] (n-butyllithium). Reactants: [BH4-], CO, COC(=O)c1cc(Cl)c(Cl)c(Cl)n1, [Na+]. Yields the product OCc1cc(Cl)c(Cl)c(Cl)n1. RXN SMILES: [BH4-:1].[CH3:16][OH:17].[Cl:3][c:4]1[cH:5][c:6]([C:12](=[O:13])[O:14][CH3:15])[n:7][c:8]([Cl:11])[c:9]1[Cl:10].[Na+:2]>>[Cl:3][c:4]1[cH:5][c:6]([CH2:12][OH:13])[n:7][c:8]([Cl:11])[c:9]1[Cl:10].